Dataset: the Open Reaction Database (ORD), a public repository of structured organic reaction records. Task: describe an organic reaction: reactants, conditions, products, and yield The reactants are N1CCC(CC1)C1OC2=C(CN3C1=CC=C3)C=CC=C2 (11-(piperidin-4-yl)-5H,11H-pyrrolo[2,1-c][1,4]benzoxazepine), C(C)(C)Br (isopropyl bromide), CN(C)C=O (DMF), C(=O)([O-])[O-].[K+].[K+] (K2CO3). The product is C(C(=O)O)(=O)O.CC(C)N1CCC(CC1)C1OC2=C(CN3C1=CC=C3)C=CC=C2 (11-[1-(1-Methylethyl)piperidin-4-yl]-5H,11H-pyrrolo[2,1-c][1,4]benzoxazepine oxalate). As a reaction SMILES: [NH:1]1[CH2:6][CH2:5][CH:4]([CH:7]2[C:13]3=[CH:14][CH:15]=[CH:16][N:12]3[CH2:11][C:10]3[CH:17]=[CH:18][CH:19]=[CH:20][C:9]=3[O:8]2)[CH2:3][CH2:2]1.[CH:21](Br)([CH3:23])[CH3:22].[C:25]([O-:28])([O-:27])=O.[K+].[K+].CN(C=[O:35])C>>[C:9]([OH:8])(=[O:35])[C:25]([OH:28])=[O:27].[CH3:22][CH:21]([N:1]1[CH2:2][CH2:3][CH:4]([CH:7]2[C:13]3=[CH:14][CH:15]=[CH:16][N:12]3[CH2:11][C:10]3[CH:17]=[CH:18][CH:19]=[CH:20][C:9]=3[O:8]2)[CH2:5][CH2:6]1)[CH3:23] |f:2.3.4,6.7|. Procedure details: To 509 ml DMF were added 11-(piperidin-4-yl)-5H,11H-pyrrolo[2,1-c][1,4]benzoxazepine (6.4 g, 0.024 mole), isopropyl bromide (2.8 ml, 0.03 mole), milled K2CO3 (10 g, 0.07 mole) and KI (0.01 g). Starting materials: CC(C)(C)OC(=O)CCOCCc1cccc(Br)c1, CCn1cc(B2OC(C)(C)C(C)(C)O2)cn1. Yields the product CCn1cc(-c2cccc(CCOCCC(=O)OC(C)(C)C)c2)cn1. Reaction SMILES: [Br:1][c:2]1[cH:3][c:4]([CH2:5][CH2:6][O:7][CH2:8][CH2:9][C:10](=[O:11])[O:12][C:13]([CH3:14])([CH3:15])[CH3:16])[cH:17][cH:18][cH:19]1.[CH2:20]([CH3:21])[n:22]1[n:23][cH:24][c:25]([B:27]2[O:28][C:29]([CH3:30])([CH3:31])[C:32]([CH3:33])([CH3:34])[O:35]2)[cH:26]1>>[c:2]1(-[c:25]2[cH:24][n:23][n:22]([CH2:20][CH3:21])[cH:26]2)[cH:3][c:4]([CH2:5][CH2:6][O:7][CH2:8][CH2:9][C:10](=[O:11])[O:12][C:13]([CH3:14])([CH3:15])[CH3:16])[cH:17][cH:18][cH:19]1.